From a dataset of the Open Reaction Database (ORD), a public repository of structured organic reaction records. describe an organic reaction: reactants, conditions, products, and yield Starting materials: 170, C1(=CC=CC=C1)CO[C@@H]1CN(CC[C@@H]1NCC1=CC=CC=C1)C(=O)OCC (ethyl cis-3-(phenylmethoxy)-4-[(phenylmethyl)amino]-1-piperidinecarboxylate), [H][H] (hydrogen). Reagents/catalysts: catalyst, [Pd] (palladium). Run in CO (methanol). Yields the product 75, N[C@@H]1[C@@H](CN(CC1)C(=O)OCC)O (ethyl cis-4-amino-3-hydroxy-1-piperidinecarboxylate). Reaction SMILES: C1(C[O:8][C@H:9]2[C@@H:14]([NH:15]CC3C=CC=CC=3)[CH2:13][CH2:12][N:11]([C:23]([O:25][CH2:26][CH3:27])=[O:24])[CH2:10]2)C=CC=CC=1.[H][H]>[Pd].CO>[NH2:15][C@H:14]1[CH2:13][CH2:12][N:11]([C:23]([O:25][CH2:26][CH3:27])=[O:24])[CH2:10][C@H:9]1[OH:8]. Reported procedure: A mixture of 170 parts of ethyl cis-3-(phenylmethoxy)-4-[(phenylmethyl)amino]-1-piperidinecarboxylate and 400 parts of methanol was hydrogenated at normal pressure and at 80° C. with 20 parts of palladium-on-charchoal catalyst 10%. After the calculated amount of hydrogen was taken up, the catalyst was filtered off and the filtrate was evaporated. The oily residue was distilled, yielding 75 parts of ethyl cis-4-amino-3-hydroxy-1-piperidinecarboxylate; bp. 175°-185° C. at 0.4 mm. pressure. (interm...